This data is from the Open Reaction Database (ORD), a public repository of structured organic reaction records. The task is: describe an organic reaction: reactants, conditions, products, and yield The reactants are COC1=C(C=C(C(=C1)[N+](=O)[O-])[N+](=O)[O-])OC (1,2-dimethoxy-4,5-dinitrobenzene), BrCC(C(C)=O)=O (1-bromo-2,3-butanedione). The reagents and catalysts are [Pd] (palladium). Run in C(C)(=O)O (acetic acid). Yields the product BrCC1=NC2=CC(=C(C=C2N=C1C)OC)OC (2-(Bromomethyl)-6,7-dimethoxy-3-methyl-quinoxaline). As a reaction SMILES: [CH3:1][O:2][C:3]1[CH:8]=[C:7]([N+:9]([O-])=O)[C:6]([N+:12]([O-])=O)=[CH:5][C:4]=1[O:15][CH3:16].[Br:17][CH2:18][C:19](=O)[C:20](=O)[CH3:21]>C(O)(=O)C.[Pd]>[Br:17][CH2:18][C:19]1[C:20]([CH3:21])=[N:9][C:7]2[C:6](=[CH:5][C:4]([O:15][CH3:16])=[C:3]([O:2][CH3:1])[CH:8]=2)[N:12]=1. Procedure details: 11.4 g (50 mmols) of 1,2-dimethoxy-4,5-dinitrobenzene are dissolved in 100 ml of glacial acetic acid and, after adding 0.6 g of 10% strength palladium-on-characoal, hydrogenated under normal pressure; the temperature can rise to 60° C. during the hydrogenation. Consumption of hydrogen: 7,300 ml (100% of theory). The catalyst is filtered off and the filtrate is cooled, under nitrogen, to 5° to 10° C. Whilst stirring well, 9 g (55 mmols) of 1-bromo-2,3-butanedione are added dropwise at 10° C. The ... Reactants: FC1=C(C#N)C=CC(=C1)I (2-fluoro-4-iodobenzonitrile), ClC=1C(=CC(NC1)=O)O (5-chloro-4-hydroxypyridin-2(1H)-one), COC1=CC=NC2=C3N=CC=C(C3=CC=C12)OC (4,7-dimethoxy-1,10-phenanthroline), C([O-])([O-])=O.[K+].[K+] (potassium carbonate). The reagents and catalysts are [Cu]I (copper(I) iodide). Solvent: O (H2O), Cl (HCl), CS(=O)C (DMSO). Run at temperature 140 celsius, time 3 hour. Yields the product ClC=1C(=CC(N(C1)C1=CC(=C(C#N)C=C1)F)=O)O (4-(5-chloro-4-hydroxy-2-oxopyridin-1(2H)-yl)-2-fluorobenzonitrile). The yield is 74.7%. As a reaction SMILES: [F:1][C:2]1[CH:9]=[C:8](I)[CH:7]=[CH:6][C:3]=1[C:4]#[N:5].[Cl:11][C:12]1[C:13]([OH:19])=[CH:14][C:15](=[O:18])[NH:16][CH:17]=1.COC1C2C(=C3C(=CC=2)C(OC)=CC=N3)N=CC=1.C(=O)([O-])[O-].[K+].[K+]>CS(C)=O.O.Cl.[Cu]I>[Cl:11][C:12]1[C:13]([OH:19])=[CH:14][C:15](=[O:18])[N:16]([C:8]2[CH:7]=[CH:6][C:3]([C:4]#[N:5])=[C:2]([F:1])[CH:9]=2)[CH:17]=1 |f:3.4.5|. Reported procedure: A mixture of 2-fluoro-4-iodobenzonitrile (4000 mg, 16.19 mmol), 5-chloro-4-hydroxypyridin-2(1H)-one (2357 mg, 16.19 mmol), 4,7-dimethoxy-1,10-phenanthroline (778 mg, 3.24 mmol), copper(I) iodide (617 mg, 3.24 mmol) and potassium carbonate (4476 mg, 32.4 mmol) in DMSO (40 mL) was stirred at 140° C. under N2 for 3 hrs. After cooling to room temperature, the reaction mixture was diluted with H2O (50 mL) and 1N HCl was added to adjust the pH to ˜2 (pH paper). The resulting mixture was extracted with... The reactants are C(C)(=O)SC[C@@H]1C(N[C@H](CCCCCC1)C(=O)N1C(OC[C@H]1CC1=CC=CC=C1)=O)=O (N-[[trans 3-(acetylthiomethyl)-2-oxo-1-azacyclodecan-10-yl]-carbonyl]-(R)-4-benzyl-2-oxazolidinone), O.[OH-].[Li+] (Lithium hydroxide hydrate). Run in O1CCCC1 (tetrahydrofuran), O (water). Reaction conditions: temperature 0 celsius, time 45 minute. Yields the product C(C)(=O)SC[C@@H]1C(N[C@H](CCCCCC1)C(=O)O)=O (trans 3-(acetylthiomethyl)-2-oxo-1-azacyclodecane-10-carboxylic acid). As a reaction SMILES: [C:1]([S:4][CH2:5][C@H:6]1[CH2:15][CH2:14][CH2:13][CH2:12][CH2:11][CH2:10][C@H:9]([C:16](N2[C@H](CC3C=CC=CC=3)COC2=O)=[O:17])[NH:8][C:7]1=[O:31])(=[O:3])[CH3:2].[OH2:32].[OH-].[Li+]>O1CCCC1.O>[C:1]([S:4][CH2:5][C@H:6]1[CH2:15][CH2:14][CH2:13][CH2:12][CH2:11][CH2:10][C@H:9]([C:16]([OH:17])=[O:32])[NH:8][C:7]1=[O:31])(=[O:3])[CH3:2] |f:1.2.3|. Reported procedure: The more polar major chiral isomer of N-[[trans 3-(acetylthiomethyl)-2-oxo-1-azacyclodecan-10-yl]-carbonyl]-(R)-4-benzyl-2-oxazolidinone (1.23 g, 2.75 mmol) is dissolved in tetrahydrofuran (45.0 mL) and water (15.0 mL), and the reaction is cooled to 0° C. Lithium hydroxide hydrate (0.116 g, 2.75 mmol) is added, and the reaction is stirred at 0° C. for 45 minutes. The solvent is then evaporated, and the residue is partitioned between saturated sodium bicarbonate and methylene chloride. The aqueou... The reactants are ClC1=C(C=CC(=C1)Cl)C=1N=C(N(C1C1=CC=C(C=C1)Cl)C)C(=O)OCC (ethyl 4-(2,4-dichlorophenyl)-5-(4-chlorophenyl)-1-methylimidazole-2-carboxylate), [H-].[Na+] (sodium hydride), C([O-])(O)=O.[Na+] (sodium bicarbonate). The solvent is C1(CCCCC1)O (cyclohexanol), C(Cl)Cl (methylene chloride). Run at time 2 hour. Product: ClC1=C(C=CC(=C1)Cl)C=1N=C(N(C1C1=CC=C(C=C1)Cl)C)C(=O)OC1CCCCC1 (Cyclohexyl 4-(2,4-dichlorophenyl)-5-(4-chlorophenyl)-1-methylimidazole -2-carboxylate). Reaction SMILES: [Cl:1][C:2]1[CH:7]=[C:6]([Cl:8])[CH:5]=[CH:4][C:3]=1[C:9]1[N:10]=[C:11]([C:22]([O:24][CH2:25][CH3:26])=[O:23])[N:12]([CH3:21])[C:13]=1[C:14]1[CH:19]=[CH:18][C:17]([Cl:20])=[CH:16][CH:15]=1.[H-].[Na+].C(=O)(O)[O-].[Na+]>C1(O)CCCCC1.C(Cl)Cl>[Cl:1][C:2]1[CH:7]=[C:6]([Cl:8])[CH:5]=[CH:4][C:3]=1[C:9]1[N:10]=[C:11]([C:22]([O:24][CH:25]2[CH2:4][CH2:3][CH2:2][CH2:7][CH2:26]2)=[O:23])[N:12]([CH3:21])[C:13]=1[C:14]1[CH:15]=[CH:16][C:17]([Cl:20])=[CH:18][CH:19]=1 |f:1.2,3.4|. Reported procedure: To a solution of ethyl 4-(2,4-dichlorophenyl)-5-(4-chlorophenyl)-1-methylimidazole-2-carboxylate (28 mg, 0.07 mmol) from Example 36, Step A (Method B) in cyclohexanol (2 mL) and methylene chloride (1 mL) was added a catalytic amount of sodium hydride (60% in mineral oil, <5 mg). The mixture was stirred at rt for 2 hr and then poured into aq. sodium bicarbonate and extracted twice with ethyl acetate. The organic layers were washed with brine, dried over sodium sulfate, and evaporated. The residue...